From a dataset of the Open Reaction Database (ORD), a public repository of structured organic reaction records. describe an organic reaction: reactants, conditions, products, and yield The reactants are CCO, COc1ccc(CCOc2ccc(C3=NC(=Cc4ccc(Cl)cc4)C(=O)O3)cc2)cc1, NCCO. The product is COc1ccc(CCOc2ccc(C(=O)NC(=Cc3ccc(Cl)cc3)C(=O)NCCO)cc2)cc1. As a reaction SMILES: [CH3:36][CH2:37][OH:38].[Cl:5][c:6]1[cH:7][cH:8][c:9]([CH:10]=[C:11]2[N:12]=[C:13]([c:17]3[cH:18][cH:19][c:20]([O:23][CH2:24][CH2:25][c:26]4[cH:27][cH:28][c:29]([O:32][CH3:33])[cH:30][cH:31]4)[cH:21][cH:22]3)[O:14][C:15]2=[O:16])[cH:34][cH:35]1.[NH2:1][CH2:2][CH2:3][OH:4]>>[NH:1]([CH2:2][CH2:3][OH:4])[C:15]([C:11](=[CH:10][c:9]1[cH:8][cH:7][c:6]([Cl:5])[cH:35][cH:34]1)[NH:12][C:13](=[O:14])[c:17]1[cH:18][cH:19][c:20]([O:23][CH2:24][CH2:25][c:26]2[cH:27][cH:28][c:29]([O:32][CH3:33])[cH:30][cH:31]2)[cH:21][cH:22]1)=[O:16]. Reactants: FC(C1=CC=C(C=C1)CCC(=O)O)(F)F (3-(4-trifluoromethylphenyl)propionic acid), O=P(Cl)(Cl)Cl (POCl3), N1=CNC2=C1C=CC(=C2)C(=O)NN (benzimidazol-5-carbohydrazide), COC=1C=CC(=CC1)P2(=S)SP(=S)(S2)C=3C=CC(=CC3)OC (Lawesson's reagent). The product is FC(C1=CC=C(CCC2=NN=C(S2)C2=CC3=C(NC=N3)C=C2)C=C1)(F)F (5-(5-(4-(Trifluoromethyl)phenethyl)-1,3,4-thiadiazol-2-yl)-1H-benzo[d]imidazole). As a reaction SMILES: [F:1][C:2]([F:15])([F:14])[C:3]1[CH:8]=[CH:7][C:6]([CH2:9][CH2:10][C:11](O)=O)=[CH:5][CH:4]=1.[N:16]1[C:20]2[CH:21]=[CH:22][C:23]([C:25]([NH:27][NH2:28])=O)=[CH:24][C:19]=2[NH:18][CH:17]=1.COC1C=CC(P2(SP(C3C=CC(OC)=CC=3)(=S)S2)=[S:38])=CC=1.O=P(Cl)(Cl)Cl>>[F:1][C:2]([F:15])([F:14])[C:3]1[CH:8]=[CH:7][C:6]([CH2:9][CH2:10][C:11]2[S:38][C:25]([C:23]3[CH:22]=[CH:21][C:20]4[NH:16][CH:17]=[N:18][C:19]=4[CH:24]=3)=[N:27][N:28]=2)=[CH:5][CH:4]=1. Reported procedure: The compound was synthesized starting from 3-(4-trifluoromethylphenyl)propionic acid (219 mg; 1 mmol), benzimidazol-5-carbohydrazide (176 mg; 1 mmol), Lawesson's reagent (606 mg; 1.5 mmol) and POCl3 (0.137 ml; 1.5 mmol) as described in method 3; yield: 0.017 g (4.5%); MS m/z: 375.1 [M+H]+; 1H-NMR (DMSO d6, 400 MHz): δ 3.22 (t, 2H, 3J=7.5 Hz); 3.52 (t, 2H, 3J=7.5 Hz); 7.53-7.55 (m, 2H); 7.65-7.67 (m, 2H); 7.84 (d, 1H, 3J=8.7 Hz); 7.92 (dd, 1H, 4J=1.7 Hz, 3J=8.7 Hz); 8.22-8.23 (m, 1H); 8.93 (s, 1H... The reactants are C(=O)([O-])[O-].[Na+].[Na+] (Na2CO3), ClC1=C(N=C(C(=N1)N=CN(C)C)C#N)C1=NN(C(C=C1)=O)C(C)C (N′-[6-chloro-3-cyano-5-(1-isopropyl-6-oxo-1,6-dihydro-3-pyridazinyl)-2-pyrazinyl]-N,N-dimethylimidoformamide), BrC1=C(C=CC=C1)B(O)O ((2-bromophenyl)boronic acid). Reported procedure: Under nitrogen atmosphere, a solution of Na2CO3 (427 mg) in water (8.8 ml) was added to a suspension of N′-[6-chloro-3-cyano-5-(1-isopropyl-6-oxo-1,6-dihydro-3-pyridazinyl)-2-pyrazinyl]-N,N-dimethylimidoformamide (346 mg), (2-bromophenyl)boronic acid (503 mg) and tetrakis(triphenylphosphine)palladium (35 mg) in dioxane (22 ml) and the mixture was stirred at 100-105° C. for 4 hours. Dioxane was evaporated under reduced pressure to give a residue. The residue was dissolved in CHCl3, dried over MgS... Solvent: O (water), O1CCOCC1 (dioxane), C(Cl)(Cl)Cl (CHCl3). Run at temperature 102.5 celsius, time 4 hour. RXN SMILES: C([O-])([O-])=O.[Na+].[Na+].Cl[C:8]1[N:13]=[C:12]([N:14]=CN(C)C)[C:11]([C:19]#[N:20])=[N:10][C:9]=1[C:21]1[CH:26]=[CH:25][C:24](=[O:27])[N:23]([CH:28]([CH3:30])[CH3:29])[N:22]=1.[Br:31][C:32]1[CH:37]=[CH:36][CH:35]=[CH:34][C:33]=1B(O)O>O.O1CCOCC1.C(Cl)(Cl)Cl.C1C=CC([P]([Pd]([P](C2C=CC=CC=2)(C2C=CC=CC=2)C2C=CC=CC=2)([P](C2C=CC=CC=2)(C2C=CC=CC=2)C2C=CC=CC=2)[P](C2C=CC=CC=2)(C2C=CC=CC=2)C2C=CC=CC=2)(C2C=CC=CC=2)C2C=CC=CC=2)=CC=1>[NH2:14][C:12]1[C:11]([C:19]#[N:20])=[N:10][C:9]([C:21]2[CH:26]=[CH:25][C:24](=[O:27])[N:23]([CH:28]([CH3:29])[CH3:30])[N:22]=2)=[C:8]([C:33]2[CH:34]=[CH:35][CH:36]=[CH:37][C:32]=2[Br:31])[N:13]=1 |f:0.1.2,^1:55,57,76,95|. Yield: 10.2%. Product: NC=1C(=NC(=C(N1)C1=C(C=CC=C1)Br)C1=NN(C(C=C1)=O)C(C)C)C#N (3-amino-5-(2-bromophenyl)-6-(1-isopropyl-6-oxo-1,6-dihydro-3-pyridazinyl)-2-pyrazinecarbonitrile). Reagents/catalysts: C=1C=CC(=CC1)[P](C=2C=CC=CC2)(C=3C=CC=CC3)[Pd]([P](C=4C=CC=CC4)(C=5C=CC=CC5)C=6C=CC=CC6)([P](C=7C=CC=CC7)(C=8C=CC=CC8)C=9C=CC=CC9)[P](C=1C=CC=CC1)(C=1C=CC=CC1)C=1C=CC=CC1 (tetrakis(triphenylphosphine)palladium).